Dataset: the Open Reaction Database (ORD), a public repository of structured organic reaction records. Task: describe an organic reaction: reactants, conditions, products, and yield The reactants are C1(CCCC1)CC(C(=O)O)N1N=CC(=CC1=O)OC1=C(C=CC=C1F)F (3-cyclopentyl-2-[4-(2,6-difluoro-phenoxy)-6-oxo-6H-pyridazin-1-yl]-propionic acid), C(C)(C)(C)[Si](OCCN1N=C(C=C1)N)(C)C (1-[2-(tert-butyl-dimethyl-silanyloxy)-ethyl]-1H-pyrazol-3-ylamine), C1(CCCC1)CC(C(=O)O)N1N=CC(=CC1=O)OC1=C(C=CC=C1F)F (3-cyclopentyl-2-[4-(2,6-difluoro-phenoxy)-6-oxo-6H-pyridazin-1-yl]-propionic acid), C(C)(C)(C)[Si](OCCN1N=C(C=C1)N)(C)C (1-[2-(tert-butyl-dimethyl-silanyloxy)-ethyl]-1H-pyrazol-3-ylamine). Product: C(C)(C)(C)[Si](OCCN1N=C(C=C1)NC(C(CC1CCCC1)N1N=CC(=CC1=O)OC1=C(C=CC=C1F)F)=O)(C)C (N-{1-[2-(tert-butyl-dimethyl-silanyloxy)-ethyl]-1H-pyrazol-3-yl}-3-cyclopentyl-2-[4-(2,6-difluoro-phenoxy)-6-oxo-6H-pyridazin-1-yl]-propionamide). The yield is 52.0%. As a reaction SMILES: [CH:1]1([CH2:6][CH:7]([N:11]2[C:16](=[O:17])[CH:15]=[C:14]([O:18][C:19]3[C:24]([F:25])=[CH:23][CH:22]=[CH:21][C:20]=3[F:26])[CH:13]=[N:12]2)[C:8](O)=[O:9])[CH2:5][CH2:4][CH2:3][CH2:2]1.[C:27]([Si:31]([CH3:42])([CH3:41])[O:32][CH2:33][CH2:34][N:35]1[CH:39]=[CH:38][C:37]([NH2:40])=[N:36]1)([CH3:30])([CH3:29])[CH3:28]>>[C:27]([Si:31]([CH3:42])([CH3:41])[O:32][CH2:33][CH2:34][N:35]1[CH:39]=[CH:38][C:37]([NH:40][C:8](=[O:9])[CH:7]([N:11]2[C:16](=[O:17])[CH:15]=[C:14]([O:18][C:19]3[C:24]([F:25])=[CH:23][CH:22]=[CH:21][C:20]=3[F:26])[CH:13]=[N:12]2)[CH2:6][CH:1]2[CH2:2][CH2:3][CH2:4][CH2:5]2)=[N:36]1)([CH3:30])([CH3:29])[CH3:28]. Procedure: Using the method described in Example 17, 3-cyclopentyl-2-[4-(2,6-difluoro-phenoxy)-6-oxo-6H-pyridazin-1-yl]-propionic acid (Intermediate 47) and 1-[2-(tert-butyl-dimethyl-silanyloxy)-ethyl]-1H-pyrazol-3-ylamine (Intermediate 3) afforded N-{1-[2-(tert-butyl-dimethyl-silanyloxy)-ethyl]-1H-pyrazol-3-yl}-3-cyclopentyl-2-[4-(2,6-difluoro-phenoxy)-6-oxo-6H-pyridazin-1-yl]-propionamide as a white solid (840.3 mg, 52%); ES+-HRMS m/e calcd for C29H39N5O4SiF2 [M+H+] 588.2812 found 588.2817. 1H NMR (300 M... As a reaction SMILES: C(OC(=O)[NH:7][C@H:8]1[CH2:12][CH2:11][N:10]([C@@H:13]([CH2:19][N:20](C(OCC2C=CC=CC=2)=O)[CH2:21][C:22]2[CH:27]=[CH:26][C:25]([CH3:28])=[CH:24][C:23]=2[CH3:29])[C@@H:14]([OH:18])[C:15]#[C:16][CH3:17])[C:9]1=[O:40])(C)(C)C.C(O)(C(F)(F)F)=O.C(N(CC)C(C)C)(C)C.[F:58][C:59]([F:70])([F:69])[C:60]1[CH:61]=[C:62]([N:66]=[C:67]=[O:68])[CH:63]=[CH:64][CH:65]=1>C(Cl)Cl>[CH3:29][C:23]1[CH:24]=[C:25]([CH3:28])[CH:26]=[CH:27][C:22]=1[CH2:21][NH:20][CH2:19][C@H:13]([N:10]1[CH2:11][CH2:12][C@H:8]([NH:7][C:67]([NH:66][C:62]2[CH:63]=[CH:64][CH:65]=[C:60]([C:59]([F:69])([F:70])[F:58])[CH:61]=2)=[O:68])[C:9]1=[O:40])[C@@H:14]([OH:18])[CH2:15][CH2:16][CH3:17]. The reactants are product, amine, resultant solution, C(C)(C)N(C(C)C)CC (N, N-diisopropylethylamine), FC(C=1C=C(C=CC1)N=C=O)(F)F ((meta-trifluoromethyl-phenyl)isocyanate), C(=O)(C(F)(F)F)O (TFA), C(C)(C)(C)OC(N[C@@H]1C(N(CC1)[C@H]([C@H](C#CC)O)CN(CC1=C(C=C(C=C1)C)C)C(=O)OCC1=CC=CC=C1)=O)=O ({(3S)-1-[(1S,2S)-(1-{[benzyloxycarbonyl-(2,4-dimethyl-benzyl)-amino]-methyl}-2-hydroxy-pent-3-ynyl)]-2-oxo-pyrrolidin-3-yl}-carbamic acid tert-butyl ester). Procedure: A solution of {(3S)-1-[(1S,2S)-(1-{[benzyloxycarbonyl-(2,4-dimethyl-benzyl)-amino]-methyl}-2-hydroxy-pent-3-ynyl)]-2-oxo-pyrrolidin-3-yl}-carbamic acid tert-butyl ester (1.16 g, 1.74 mmol, see procedure 1c above) was dissolved in CH2Cl2 (16 mL) and treated with TFA (8 mL). The solution was stirred for 3 h and then concentrated in vacuo. The residue was dissolved in CH2Cl2 and concentrated in vacuo; this procedure was repeated. A portion (0.22 mmol) of the product amine was dissolved in CH2Cl2 (4... Solvent: C(Cl)Cl (CH2Cl2), C(Cl)Cl (CH2Cl2). Run at time 3 hour. Yields the product CC1=C(CNC[C@@H]([C@H](CCC)O)N2C([C@H](CC2)NC(=O)NC2=CC(=CC=C2)C(F)(F)F)=O)C=CC(=C1)C (1-[(3S)-1-{(1S,2S)-1-[(2,4-Dimethyl-benzylamino)-methyl]-2-hydroxy-pentyl}-2-oxo-pyrrolidin-3-yl]-3-(3-trifluoromethylphenyl)-urea). Starting materials: N1=NC(=CC=C1)CC(=O)O (3-Pyridazineacetic acid), [H-].[Al+3].[Li+].[H-].[H-].[H-] (lithium aluminium hydride), Cl (hydrogen chloride), ethyl ester. Run in O1CCCC1 (tetrahydrofuran). The product is OCCC=1N=NC=CC1 (3-(2-hydroxyethyl)pyridazine). As a reaction SMILES: [N:1]1[CH:6]=[CH:5][CH:4]=[C:3]([CH2:7][C:8](O)=[O:9])[N:2]=1.Cl.[H-].[Al+3].[Li+].[H-].[H-].[H-]>O1CCCC1>[OH:9][CH2:8][CH2:7][C:3]1[N:2]=[N:1][CH:6]=[CH:5][CH:4]=1 |f:2.3.4.5.6.7|. Reported procedure: 3-Pyridazineacetic acid is esterified with anhydrous ethanolic hydrogen chloride and the resulting ethyl ester is reduced with lithium aluminium hydride in tetrahydrofuran to give 3-(2-hydroxyethyl)pyridazine. Treating this hydroxyethyl compound with thionyl chloride gives 3-(2-chloroethyl)pyridazine. Starting materials: C(C)(C)(C)C1=CC(=C(C=N1)C=1N([C@]([C@](N1)(C)C1=CC=C(C=C1)Cl)(C)C1=CC=C(C=C1)Cl)C(=O)N1CCC(CC1)CC(=O)O)OCC ({1-[(4S,5R)-2-(6-tert-butyl-4-ethoxy-pyridin-3-yl)-4,5-bis-(4-chloro-phenyl)-4,5-dimethyl-4,5-dihydro-imidazole-1-carbonyl]-piperidin-4-yl}-acetic acid), C(CCC)N (n-butylamine). The product is C(CCC)NC(CC1CCN(CC1)C(=O)N1C(=N[C@@]([C@@]1(C)C1=CC=C(C=C1)Cl)(C)C1=CC=C(C=C1)Cl)C=1C=NC(=CC1OCC)C(C)(C)C)=O (N-Butyl-2-{1-[(4S,5R)-2-(6-tert-butyl-4-ethoxy-pyridin-3-yl)-4,5-bis-(4-chloro-phenyl)-4,5-dimethyl-4,5-dihydro-imidazole-1-carbonyl]-piperidin-4-yl}-acetamide). As a reaction SMILES: [C:1]([C:5]1[N:10]=[CH:9][C:8]([C:11]2[N:12]([C:32]([N:34]3[CH2:39][CH2:38][CH:37]([CH2:40][C:41]([OH:43])=O)[CH2:36][CH2:35]3)=[O:33])[C@@:13]([C:25]3[CH:30]=[CH:29][C:28]([Cl:31])=[CH:27][CH:26]=3)([CH3:24])[C@@:14]([C:17]3[CH:22]=[CH:21][C:20]([Cl:23])=[CH:19][CH:18]=3)([CH3:16])[N:15]=2)=[C:7]([O:44][CH2:45][CH3:46])[CH:6]=1)([CH3:4])([CH3:3])[CH3:2].[CH2:47]([NH2:51])[CH2:48][CH2:49][CH3:50]>>[CH2:47]([NH:51][C:41](=[O:43])[CH2:40][CH:37]1[CH2:38][CH2:39][N:34]([C:32]([N:12]2[C@@:13]([C:25]3[CH:26]=[CH:27][C:28]([Cl:31])=[CH:29][CH:30]=3)([CH3:24])[C@@:14]([C:17]3[CH:22]=[CH:21][C:20]([Cl:23])=[CH:19][CH:18]=3)([CH3:16])[N:15]=[C:11]2[C:8]2[CH:9]=[N:10][C:5]([C:1]([CH3:3])([CH3:4])[CH3:2])=[CH:6][C:7]=2[O:44][CH2:45][CH3:46])=[O:33])[CH2:35][CH2:36]1)[CH2:48][CH2:49][CH3:50]. Reported procedure: In a manner analogous to the method described in example 163, {1-[(4S,5R)-2-(6-tert-butyl-4-ethoxy-pyridin-3-yl)-4,5-bis-(4-chloro-phenyl)-4,5-dimethyl-4,5-dihydro-imidazole-1-carbonyl]-piperidin-4-yl}-acetic acid was coupled with n-butylamine (Aldrich) to give the title compound. HR-MS (ES, m/z) calculated for C40H52Cl2N5O3 [(M+H)+] 720.3442, observed 720.3438. The reactants are BrC1=CC=CC(=N1)C(COCOC)(COCOC)NC(CCl)=O (N-[1-(6-bromo-pyridin-2-yl)-2-methoxymethoxy-1-methoxymethoxymethyl-ethyl]-2-chloro-acetamide), B(F)(F)F.CCOCC (BF3.Et2O). The solvent is C(C)S (ethanethiol). Run at time 10 minute. Product: BrC1=CC=CC(=N1)C(CO)(CO)NC(CCl)=O (N-[1-(6-Bromo-pyridin-2-yl)-2-hydroxy-1-hydroxymethyl-ethyl]-2-chloro-acetamide). As a reaction SMILES: [Br:1][C:2]1[N:7]=[C:6]([C:8]([NH:19][C:20](=[O:23])[CH2:21][Cl:22])([CH2:14][O:15]COC)[CH2:9][O:10]COC)[CH:5]=[CH:4][CH:3]=1.B(F)(F)F.CCOCC>C(S)C>[Br:1][C:2]1[N:7]=[C:6]([C:8]([NH:19][C:20](=[O:23])[CH2:21][Cl:22])([CH2:14][OH:15])[CH2:9][OH:10])[CH:5]=[CH:4][CH:3]=1 |f:1.2|. Procedure: To a solution of N-[1-(6-bromo-pyridin-2-yl)-2-methoxymethoxy-1-methoxymethoxymethyl-ethyl]-2-chloro-acetamide (9.0 g, 21.861 mmol) in ethanethiol (30 ml) and BF3.Et2O (9.3 g, 141.93 mmol) was added at 0° C. and stirred for 10 min. Stirring was continued for 3 h at rt. Reaction mixture was quenched with saturated NaHCO3 solution and the product formed was extracted with ethyl acetate. Organic layer was separated and washed with brine solution, followed by drying over anhydrous Na2SO4. Organic la... Starting materials: COC(=O)C=1C=C2C(=CN(C2=CC1)C)CC1=C(C=C(C(=O)Cl)C=C1)OC (4-(5-methoxycarbonyl-1-methylindol-3-ylmethyl)-3-methoxybenzoyl chloride), CC1=C(C=CC=C1)S(=O)(=O)N (2-methylbenzenesulfonamide), CC(=O)C (Acetone). Run at temperature 15 celsius. The solvent is ClCCl (dichloromethane), ClCCl (dichloromethane). Procedure details: A solution of 4-(dimethylamino)pyridine (8.17 g, 66.9 mmole) in dichloromethane (20 ml) was added over 15 minutes to a stirred suspension of the product of step c) (9.94 g, 26.8 mmole) and 2-methylbenzenesulfonamide (6.87 g, 40.1 mmole) in dichloromethane (30 ml). After 45 minutes the solution was heated to reflux and 20 ml distillate collected. Acetone (150 ml) was added and a further 80 ml distillate collected. The mixture was allowed to cool overnight and finally stirred at 15° C. before coll... Isolated yield 96.4%. As a reaction SMILES: [CH3:1][O:2][C:3]([C:5]1[CH:6]=[C:7]2[C:11](=[CH:12][CH:13]=1)[N:10]([CH3:14])[CH:9]=[C:8]2[CH2:15][C:16]1[CH:24]=[CH:23][C:19]([C:20](Cl)=[O:21])=[CH:18][C:17]=1[O:25][CH3:26])=[O:4].[CH3:27][C:28]1[CH:33]=[CH:32][CH:31]=[CH:30][C:29]=1[S:34]([NH2:37])(=[O:36])=[O:35].CC(C)=O>CN(C)C1C=CN=CC=1.ClCCl>[CH3:1][O:2][C:3]([C:5]1[CH:6]=[C:7]2[C:11](=[CH:12][CH:13]=1)[N:10]([CH3:14])[CH:9]=[C:8]2[CH2:15][C:16]1[CH:24]=[CH:23][C:19]([C:20]([NH:37][S:34]([C:29]2[CH:30]=[CH:31][CH:32]=[CH:33][C:28]=2[CH3:27])(=[O:35])=[O:36])=[O:21])=[CH:18][C:17]=1[O:25][CH3:26])=[O:4]. Reagents/catalysts: CN(C1=CC=NC=C1)C (4-(dimethylamino)pyridine). Product: COC(=O)C=1C=C2C(=CN(C2=CC1)C)CC1=C(C=C(C(=O)NS(=O)(=O)C2=C(C=CC=C2)C)C=C1)OC (4-(5-methoxycarbonyl-1-methylindol-3-ylmethyl)-3-methoxy-N-(2-methylphenylsulfonyl)benzamide). The reactants are CN[N+](=O)[O-] (Methylnitramine), CN(C1=C(C=C(C=C1[N+](=O)[O-])[N+](=O)[O-])[N+](=O)[O-])[N+](=O)[O-] (tetryl), S(O)(O)(=O)=O (sulfuric acid), NC1=CC=CC=C1 (aniline). Yields the product C1(=CC=CC=C1)NC1=CC=CC=C1 (diphenylamine). As a reaction SMILES: CN[N+]([O-])=O.S(=O)(=O)(O)O.[NH2:11][C:12]1[CH:17]=[CH:16][CH:15]=[CH:14][CH:13]=1.CN([N+]([O-])=O)[C:20]1[C:25]([N+]([O-])=O)=[CH:24][C:23]([N+]([O-])=O)=[CH:22][C:21]=1[N+]([O-])=O>>[C:12]1([NH:11][C:20]2[CH:25]=[CH:24][CH:23]=[CH:22][CH:21]=2)[CH:17]=[CH:16][CH:15]=[CH:14][CH:13]=1. Procedure details: Methylnitramine decomposes explosively in contact with concentrated sulfuric acid. It is evolved when aniline reacts with tetryl; a diphenylamine derivative is produced simultaneously. Methylnitramine reacts with picryl chloride to form tetryl. Isolated yield 91.5%. Yields the product ClC1=NC=NC(=C1)C1=CC(=C(C=C1)Cl)Cl (4-Chloro-6-(3,4-dichloro-phenyl)-pyrimidine). Procedure: Potassium carbonate (2M solution, 200 ml, 400.0 mmol) was added in one portion to a stirred solution of 3,4-dichlorophenyl boronic acid (38.5 g, 201.4 mmol) and 4,6-dichloropyrimidine (50.0 g, 335.6 mmol) in dioxane (600 ml). The mixture was degassed with nitrogen for 5 minutes, after which time palladium tetrakis triphenylphosphine (7.78 g, 6.71 mmol) was added in one portion, the mixture was then heated to 90° C. and stirred at this temperature for 16 hours under a nitrogen atmosphere. After t... Starting materials: palladium tetrakis triphenylphosphine, C([O-])([O-])=O.[K+].[K+] (Potassium carbonate), ClC=1C=C(C=CC1Cl)B(O)O (3,4-dichlorophenyl boronic acid), ClC1=NC=NC(=C1)Cl (4,6-dichloropyrimidine). Solvent: O1CCOCC1 (dioxane). Reaction SMILES: C(=O)([O-])[O-].[K+].[K+].[Cl:7][C:8]1[CH:9]=[C:10](B(O)O)[CH:11]=[CH:12][C:13]=1[Cl:14].[Cl:18][C:19]1[CH:24]=[C:23](Cl)[N:22]=[CH:21][N:20]=1>O1CCOCC1>[Cl:18][C:19]1[CH:24]=[C:23]([C:10]2[CH:11]=[CH:12][C:13]([Cl:14])=[C:8]([Cl:7])[CH:9]=2)[N:22]=[CH:21][N:20]=1 |f:0.1.2|. Conditions: temperature 90 celsius, time 16 hour.